Dataset: the Open Reaction Database (ORD), a public repository of structured organic reaction records. Task: describe an organic reaction: reactants, conditions, products, and yield Reactants: [BH3-]C#N, C1CCOC1, CC(=O)O, CC(C)=O, CO, CN(C)c1ccc(N)cc1, [Na+]. Yields the product CC(C)Nc1ccc(N(C)C)cc1. RXN SMILES: [C:19]([BH3-:20])#[N:21].[CH2:23]1[O:24][CH2:25][CH2:26][CH2:27]1.[CH3:15][C:16](=[O:17])[OH:18].[CH3:1][C:2]([CH3:3])=[O:4].[CH3:28][OH:29].[CH3:5][N:6]([c:7]1[cH:8][cH:9][c:10]([NH2:13])[cH:11][cH:12]1)[CH3:14].[Na+:22]>>[CH3:1][CH:2]([CH3:3])[NH:13][c:10]1[cH:9][cH:8][c:7]([N:6]([CH3:5])[CH3:14])[cH:12][cH:11]1. The reactants are ClC1=CC=C(CN2C(=CC3=CC=CC=C23)C(=O)N2CCC(CC2)C(=O)O)C=C1 (1-(1-(4-chlorobenzyl)-1H-indole-2-carbonyl)piperidine-4-carboxylic acid), C(C)N=C=NCCCN(C)C (1-ethyl-3-(3-dimethylaminopropyl) carbodiimide), ON1N=NC2=C1C=CC=C2 (1-Hydroxybenzotriazole), C(C)(C)N(C(C)C)CC (N,N-Diisopropylethylamine), N1=CC=C(C=C1)CN (pyridin-4-ylmethanamine). The solvent is O (water), C(C)(=O)OCC (ethyl acetate), C(Cl)Cl (DCM). Reaction conditions: time 8 hour. Yields the product ClC1=CC=C(CN2C(=CC3=CC=CC=C23)C(=O)N2CCC(CC2)C(=O)NCC2=CC=NC=C2)C=C1 (1-(1-(4-chlorobenzyl)-1H-indole-2-carbonyl)-N-(pyridin-4-ylmethyl)piperidine-4-carboxamide). RXN SMILES: [Cl:1][C:2]1[CH:28]=[CH:27][C:5]([CH2:6][N:7]2[C:15]3[C:10](=[CH:11][CH:12]=[CH:13][CH:14]=3)[CH:9]=[C:8]2[C:16]([N:18]2[CH2:23][CH2:22][CH:21]([C:24]([OH:26])=O)[CH2:20][CH2:19]2)=[O:17])=[CH:4][CH:3]=1.C(N=C=NCCCN(C)C)C.ON1C2C=CC=CC=2N=N1.C(N(CC)C(C)C)(C)C.[N:59]1[CH:64]=[CH:63][C:62]([CH2:65][NH2:66])=[CH:61][CH:60]=1>C(Cl)Cl.O.C(OCC)(=O)C>[Cl:1][C:2]1[CH:3]=[CH:4][C:5]([CH2:6][N:7]2[C:15]3[C:10](=[CH:11][CH:12]=[CH:13][CH:14]=3)[CH:9]=[C:8]2[C:16]([N:18]2[CH2:19][CH2:20][CH:21]([C:24]([NH:66][CH2:65][C:62]3[CH:63]=[CH:64][N:59]=[CH:60][CH:61]=3)=[O:26])[CH2:22][CH2:23]2)=[O:17])=[CH:27][CH:28]=1. Procedure: 1-(1-(4-chlorobenzyl)-1H-indole-2-carbonyl)piperidine-4-carboxylic acid (100 mg, 0.252 mmol), 1-ethyl-3-(3-dimethylaminopropyl) carbodiimide (97 mg, 0.504 mmol), and 1-Hydroxybenzotriazole (68 mg, 0.504 mmol) were dissolved in 3.0 mL of DCM. The reaction was allowed to stir for 10 minutes before N,N-Diisopropylethylamine (88 μL, 0.504 mmol) and pyridin-4-ylmethanamine (0.051 ml, 0.504 mmol) were added. The reaction was allowed to stir overnight. The reaction was diluted with water and ethyl acet... Reactants: C(C)N(CC)S(F)(F)F (diethylaminosulphur trifluoride), FC1=C(C(=CC(=C1)CCC)F)CC[C@@H]1CC[C@H](CC1)C1CCC(CC1)=O (4-{trans-4-[2-(2,6-difluoro-4-propylphenyl)ethyl]cyclohexyl}cyclohexanone). Solvent: C(OC)COC (dimethoxyethane), FC(S(=O)(=O)O)(F)F (trifluoro-methanesulphonic acid). Product: FC1=CCC(CC1)[C@@H]1CC[C@H](CC1)CCC1=C(C=C(C=C1F)CCC)F (1-fluoro-4-{trans-4-[2-(2,6-difluoro-4-propylphenyl)ethyl]cyclohexyl }cyclohex-1-ene). Reaction SMILES: C(N(S(F)(F)[F:7])CC)C.[F:10][C:11]1[CH:16]=[C:15]([CH2:17][CH2:18][CH3:19])[CH:14]=[C:13]([F:20])[C:12]=1[CH2:21][CH2:22][C@H:23]1[CH2:28][CH2:27][C@H:26]([CH:29]2[CH2:34][CH2:33][C:32](=O)[CH2:31][CH2:30]2)[CH2:25][CH2:24]1>C(COC)OC.FC(F)(F)S(O)(=O)=O>[F:7][C:32]1[CH2:33][CH2:34][CH:29]([C@H:26]2[CH2:27][CH2:28][C@H:23]([CH2:22][CH2:21][C:12]3[C:11]([F:10])=[CH:16][C:15]([CH2:17][CH2:18][CH3:19])=[CH:14][C:13]=3[F:20])[CH2:24][CH2:25]2)[CH2:30][CH:31]=1. Procedure: 1.1 ml of diethylaminosulphur trifluoride (DAST) are added dropwise in 3 portions over 60 hours to a solution of 1.7 g of 4-{trans-4-[2-(2,6-difluoro-4-propylphenyl)ethyl]cyclohexyl}cyclohexanone in 30 ml of dimethoxyethane and 0.1 ml of trifluoro-methanesulphonic acid. The reaction solution is subsequently partitioned between sodium carbonate solution/ether. The organic phase is washed twice with water and the aqueous phases are individually extracted twice with ether. The organic phases are co...